This data is from the Open Reaction Database (ORD), a public repository of structured organic reaction records. The task is: describe an organic reaction: reactants, conditions, products, and yield The reactants are O (water), C(C)(C)(C)OC(CN(CC(=O)N(C)C1=C(C=C(C=C1)OCOCC[Si](C)(C)C)Cl)CC=1C=C(C(=O)OC(C)(C)C)C=CC1)=O (tert-butyl 3-{[(2-tert-butoxy-2-oxoethyl){2-[(2-chloro-4-{[2-(trimethylsilyl)ethoxy]methoxy}phenyl)(methyl)amino]-2-oxoethyl}amino]methyl}benzoate), solution, C(CCC)[N+](CCCC)(CCCC)CCCC (tetra-n-butylammonium). The solvent is O1CCCC1 (tetrahydrofuran), O1CCCC1 (tetrahydrofuran). Conditions: temperature 50 celsius, time 4 day. The product is C(C)(C)(C)OC(CN(CC(=O)N(C)C1=C(C=C(C=C1)O)Cl)CC=1C=C(C(=O)OC(C)(C)C)C=CC1)=O (tert-butyl 3-{[(2-tert-butoxy-2-oxoethyl){2-[(2-chloro-4-hydroxyphenyl)(methyl)amino]-2-oxoethyl}amino]methyl}benzoate). The yield is 90.6%. Reaction SMILES: [C:1]([O:5][C:6](=[O:44])[CH2:7][N:8]([CH2:30][C:31]1[CH:32]=[C:33]([CH:41]=[CH:42][CH:43]=1)[C:34]([O:36][C:37]([CH3:40])([CH3:39])[CH3:38])=[O:35])[CH2:9][C:10]([N:12]([C:14]1[CH:19]=[CH:18][C:17]([O:20]COCC[Si](C)(C)C)=[CH:16][C:15]=1[Cl:29])[CH3:13])=[O:11])([CH3:4])([CH3:3])[CH3:2].C([N+](CCCC)(CCCC)CCCC)CCC.O>O1CCCC1>[C:1]([O:5][C:6](=[O:44])[CH2:7][N:8]([CH2:30][C:31]1[CH:32]=[C:33]([CH:41]=[CH:42][CH:43]=1)[C:34]([O:36][C:37]([CH3:39])([CH3:38])[CH3:40])=[O:35])[CH2:9][C:10]([N:12]([C:14]1[CH:19]=[CH:18][C:17]([OH:20])=[CH:16][C:15]=1[Cl:29])[CH3:13])=[O:11])([CH3:2])([CH3:3])[CH3:4]. Reported procedure: To a solution of tert-butyl 3-{[(2-tert-butoxy-2-oxoethyl){2-[(2-chloro-4-{[2-(trimethylsilyl)ethoxy]methoxy}phenyl)(methyl)amino]-2-oxoethyl}amino]methyl}benzoate (805 mg) in tetrahydrofuran (16.1 mL) was added a 1 M solution of tetra-n-butylammonium in tetrahydrofuran (3.72 mL), followed by stirring at 50° C. for 4 days. To a reaction solution was added water, followed by extraction with ethyl acetate. The organic layer was washed with water and a saturated aqueous sodium chloride solution, th... The reactants are Cc1ccccc1, CCOC(C)=O, CC(I)=CCC(O)c1ccc2ncccc2c1, C1CCC2=NCCCN2CC1, [N-]=[N+]=NP(=O)(c1ccccc1)c1ccccc1. Product: CC(I)=CCC(N=[N+]=[N-])c1ccc2ncccc2c1. Reaction SMILES: [CH3:46][c:47]1[cH:48][cH:49][cH:50][cH:51][cH:52]1.[CH3:53][CH2:54][O:55][C:56](=[O:57])[CH3:58].[I:1][C:2]([CH3:3])=[CH:4][CH2:5][CH:6]([OH:7])[c:8]1[cH:9][c:10]2[cH:11][cH:12][cH:13][n:14][c:15]2[cH:16][cH:17]1.[N:35]12[CH2:36][CH2:37][CH2:38][N:39]=[C:40]1[CH2:41][CH2:42][CH2:43][CH2:44][CH2:45]2.[c:18]1([P:19]([c:20]2[cH:21][cH:22][cH:23][cH:24][cH:25]2)(=[O:26])[N:32]=[N+:33]=[N-:34])[cH:27][cH:28][cH:29][cH:30][cH:31]1>>[I:1][C:2]([CH3:3])=[CH:4][CH2:5][CH:6]([c:8]1[cH:9][c:10]2[cH:11][cH:12][cH:13][n:14][c:15]2[cH:16][cH:17]1)[N:32]=[N+:33]=[N-:34].